Dataset: the Open Reaction Database (ORD), a public repository of structured organic reaction records. Task: describe an organic reaction: reactants, conditions, products, and yield Reactants: NC1=CC(=CC=2N(C=NC21)C(=O)OC(C)(C)C)Br (tert-butyl 4-amino-6-bromo-1H-benzimidazole-1-carboxylate), FC(CC=O)(F)F (3,3,3-trifluoropropanal), C(C)(=O)O[BH-](OC(C)=O)OC(C)=O.[Na+] (sodium triacetoxy borohydride), C(C)(=O)O (acetic acid). Solvent: C(Cl)Cl (DCM), O (Water), ClCCCl (DCE). Reaction conditions: time 2 hour. Yields the product BrC=1C=C(C2=C(N(C=N2)C(=O)OC(C)(C)C)C1)NCCC(F)(F)F (tert-butyl 6-bromo-4-[(3,3,3-trifluoropropyl)amino]-1H-benzimidazole-1-carboxylate). Yield: 99.7%. Reaction SMILES: [NH2:1][C:2]1[C:10]2[N:9]=[CH:8][N:7]([C:11]([O:13][C:14]([CH3:17])([CH3:16])[CH3:15])=[O:12])[C:6]=2[CH:5]=[C:4]([Br:18])[CH:3]=1.[F:19][C:20]([F:25])([F:24])[CH2:21][CH:22]=O.C(O[BH-](OC(=O)C)OC(=O)C)(=O)C.[Na+].C(O)(=O)C>ClCCCl.C(Cl)Cl.O>[Br:18][C:4]1[CH:3]=[C:2]([NH:1][CH2:22][CH2:21][C:20]([F:25])([F:24])[F:19])[C:10]2[N:9]=[CH:8][N:7]([C:11]([O:13][C:14]([CH3:15])([CH3:17])[CH3:16])=[O:12])[C:6]=2[CH:5]=1 |f:2.3|. Procedure: To a stirred solution of tert-butyl 4-amino-6-bromo-1H-benzimidazole-1-carboxylate (5.85 g, 18.74 mmol) in DCE (1000 mL) at rt was added 3,3,3-trifluoropropanal (6.30 g, 56.22 mmol, 3 eq), sodium triacetoxy borohydride (19.86 g, 93.70 mmol, 5 eq) and acetic acid (21.5 mL, 374.79 mmol, 20 eq) and the mixture was stirred for 2 h. Water and DCM was added, and the organic phase was separated and washed with water After addition of DCM (100 mL), the organic phase was washed with water and evaporated ... The reactants are P(=O)(Cl)(Cl)Cl (phosphorus oxychloride), COC1=CC=C(C=C1)C=1C2=C(C(NN1)=O)C=NC=C2 (1-(4-methoxyphenyl)-3H-pyrido[3,4-d]pyridazin-4-on). Solvent: O (Water). The product is ClC=1N=NC(=C2C1C=NC=C2)C2=CC=C(C=C2)OC (4-chloro-1-(4-methoxyphenyl)-pyrido[3,4-d]pyridazine). Yield: 92.0%. As a reaction SMILES: P(Cl)(Cl)([Cl:3])=O.[CH3:6][O:7][C:8]1[CH:13]=[CH:12][C:11]([C:14]2[C:15]3[CH:24]=[CH:23][N:22]=[CH:21][C:16]=3[C:17](=O)[NH:18][N:19]=2)=[CH:10][CH:9]=1>O>[Cl:3][C:17]1[N:18]=[N:19][C:14]([C:11]2[CH:12]=[CH:13][C:8]([O:7][CH3:6])=[CH:9][CH:10]=2)=[C:15]2[CH:24]=[CH:23][N:22]=[CH:21][C:16]=12. Procedure details: With cooling with ice, 2.5 ml of phosphorus oxychloride was added to 2.53 g (10.0 mmol) of 1-(4-methoxyphenyl)-3H-pyrido[3,4-d]pyridazin-4-on, and the reaction liquid was stirred under reflux for 6 hours. Water was added to the reaction liquid, extracted with chloroform, and the organic layer was washed with saturated saline water. This was dried with anhydrous sodium chloride, and concentrated under reduced pressure to obtain 2.50 g (yield: 92%) of 4-chloro-1-(4-methoxyphenyl)-pyrido[3,4-d]pyri... Reactants: COC=1C=C2C(=CNC(C2=CC1)=O)N1CCN(CC1)C (6-methoxy-4-(4-methylpiperazin-1-yl)isoquinolin-1(2H)-one), O=P(Cl)(Cl)Cl (POCl3). Yields the product ClC1=NC=C(C2=CC(=CC=C12)OC)N1CCN(CC1)C (1-chloro-6-methoxy-4-(4-methylpiperazin-1-yl)isoquinoline). RXN SMILES: [CH3:1][O:2][C:3]1[CH:4]=[C:5]2[C:10](=[CH:11][CH:12]=1)[C:9](=O)[NH:8][CH:7]=[C:6]2[N:14]1[CH2:19][CH2:18][N:17]([CH3:20])[CH2:16][CH2:15]1.O=P(Cl)(Cl)[Cl:23]>>[Cl:23][C:9]1[C:10]2[C:5](=[CH:4][C:3]([O:2][CH3:1])=[CH:12][CH:11]=2)[C:6]([N:14]2[CH2:19][CH2:18][N:17]([CH3:20])[CH2:16][CH2:15]2)=[CH:7][N:8]=1. Yield: 27.8%. Procedure details: A solution of 6-methoxy-4-(4-methylpiperazin-1-yl)isoquinolin-1(2H)-one (0.16 g, 0.585 mmol) in POCl3 (5 ml) was refluxed for overnight. The solvent was evaporated under reduced pressure and the residue was diluted with cold water. The aqueous solution was basified by solid sodium carbonate and extracted with ethyl acetate. The organic layer was dried over anhydrous sodium sulfate, filtered and evaporated under reduced pressure to get crude compound. The crude compound was purified by silica gel...